Dataset: the Open Reaction Database (ORD), a public repository of structured organic reaction records. Task: describe an organic reaction: reactants, conditions, products, and yield Reactants: CSCCCCCNC1=C(C=NC2=CC=CC=C12)NC(CCCCCC)=O (N-(4-{[-(methylthio)pentyl]amino}quinolin-3-yl)heptanamide), Cl.N1=CC=CC=C1 (pyridine hydrochloride). Run in N1=CC=CC=C1 (pyridine). Yields the product C(CCCCC)C=1N(C2=C(C=NC=3C=CC=CC23)N1)CCCCCSC (2-hexyl-1-[5-(methylthio)pentyl]-1H-imidazo[4,5-c]quinoline). Yield: 94.4%. RXN SMILES: [CH3:1][S:2][CH2:3][CH2:4][CH2:5][CH2:6][CH2:7][NH:8][C:9]1[C:18]2[C:13](=[CH:14][CH:15]=[CH:16][CH:17]=2)[N:12]=[CH:11][C:10]=1[NH:19][C:20](=O)[CH2:21][CH2:22][CH2:23][CH2:24][CH2:25][CH3:26].Cl.N1C=CC=CC=1>N1C=CC=CC=1>[CH2:21]([C:20]1[N:8]([CH2:7][CH2:6][CH2:5][CH2:4][CH2:3][S:2][CH3:1])[C:9]2[C:18]3[CH:17]=[CH:16][CH:15]=[CH:14][C:13]=3[N:12]=[CH:11][C:10]=2[N:19]=1)[CH2:22][CH2:23][CH2:24][CH2:25][CH3:26] |f:1.2|. Reported procedure: A round bottom flask was charged with a magnetic stir bar, N-(4-{[-(methylthio)pentyl]amino}quinolin-3-yl)heptanamide (4.44 g, 11.46 mmol), pyridine hydrochloride (0.13 g, 1.15 mmol), and anhydrous pyridine (50 mL) under a nitrogen atmosphere. The reaction was judged to be complete after stirring at reflux for 1.5 hours. The solution was cooled and partitioned between ethyl acetate and water. The layers were separated. The organic layer was washed with saturated aqueous sodium bicarbonate and br...